Task: describe an organic reaction: reactants, conditions, products, and yield. Dataset: the Open Reaction Database (ORD), a public repository of structured organic reaction records Starting materials: C(C)(=O)OCC (ethyl acetate), C(C)OC(=O)CN1CCCN(C2=C1C=CC=C2)C(C2=C(C=C(C=C2)NC(=O)OCCCl)Cl)=O (5-ethoxycarbonylmethyl-1-[4-(2-chloroethoxycarbonylamino)-2-chlorobenzoyl]-2,3,4,5-tetrahydro-1H-1,5-benzodiazepine), C([O-])([O-])=O.[K+].[K+] (potassium carbonate), [I-].[Na+] (sodium iodide). The solvent is CN(C=O)C (dimethylformamide). Run at temperature 8 celsius, time 8 hour. Product: C(C)OC(=O)CN1CCCN(C2=C1C=CC=C2)C(C2=C(C=C(C=C2)N2C(OCC2)=O)Cl)=O (5-ethoxycarbonylmethyl-1-[4-(2-oxotetrahydrooxazol-3-yl)-2-chlorobenzoyl]-2,3,4,5-tetrahydro-1H-1,5-benzodiazepine). Isolated yield 78.0%. Reaction SMILES: [CH2:1]([O:3][C:4]([CH2:6][N:7]1[C:13]2[CH:14]=[CH:15][CH:16]=[CH:17][C:12]=2[N:11]([C:18](=[O:33])[C:19]2[CH:24]=[CH:23][C:22]([NH:25][C:26]([O:28][CH2:29][CH2:30]Cl)=[O:27])=[CH:21][C:20]=2[Cl:32])[CH2:10][CH2:9][CH2:8]1)=[O:5])[CH3:2].C(=O)([O-])[O-].[K+].[K+].[I-].[Na+].C(OCC)(=O)C>CN(C)C=O>[CH2:1]([O:3][C:4]([CH2:6][N:7]1[C:13]2[CH:14]=[CH:15][CH:16]=[CH:17][C:12]=2[N:11]([C:18](=[O:33])[C:19]2[CH:24]=[CH:23][C:22]([N:25]3[CH2:30][CH2:29][O:28][C:26]3=[O:27])=[CH:21][C:20]=2[Cl:32])[CH2:10][CH2:9][CH2:8]1)=[O:5])[CH3:2] |f:1.2.3,4.5|. Procedure: A mixture of 5-ethoxycarbonylmethyl-1-[4-(2-chloroethoxycarbonylamino)-2-chlorobenzoyl]-2,3,4,5-tetrahydro-1H-1,5-benzodiazepine (0.9 g), potassium carbonate (0.40 g) and sodium iodide (0.43 g) in dimethylformamide (15 ml) is stirred at 8° C. for 8 hours. To the reaction solution is added ethyl acetate, and the mixture is washed with water, and the organic layer is dried over magnesium sulfate, filtered, and evaporated to remove the solvent. The residue is purified by silica gel column chromatog... Reactants: Cl.O[C@H](C(=O)N)C[C@@H]1C=2C=3C(=NC=NC3SC2CC1)OC1CCC(CC1)NC ((2S)-2-hydroxy-3-[(3R)-12-[[4-(methylamino)cyclohexyl]oxy]-7-thia-9,11-diazatricyclo[6.4.0.0^[2,6]]dodeca-1(8),2(6),9,11-tetraen-3-yl]propanamide hydrochloride), C([O-])([O-])=O.[K+].[K+] (potassium carbonate), ClCC(=O)N1CCCC1 (2-chloro-1-(pyrrolidin-1-yl)ethan-1-one). Run in CN(C=O)C (N,N-dimethylformamide), O (water). Yields the product O[C@H](C(=O)N)C[C@@H]1C=2C=3C(=NC=NC3SC2CC1)OC1CCC(CC1)N(CC(N1CCCC1)=O)C ((2S)-2-hydroxy-3-[(3R)-12-[(4-[methyl[2-oxo-2-(pyrrolidin-1-yl)ethyl]amino]cyclohexyl)oxy]-7-thia-9,11-diazatricyclo[6.4.0.0^[2,6]]dodeca-1(8),2(6),9,11-tetraen-3-yl]propanamide). RXN SMILES: Cl.[OH:2][C@@H:3]([CH2:7][C@H:8]1[CH2:19][CH2:18][C:17]2[S:16][C:15]3[N:14]=[CH:13][N:12]=[C:11]([O:20][CH:21]4[CH2:26][CH2:25][CH:24]([NH:27][CH3:28])[CH2:23][CH2:22]4)[C:10]=3[C:9]1=2)[C:4]([NH2:6])=[O:5].C(=O)([O-])[O-].[K+].[K+].Cl[CH2:36][C:37]([N:39]1[CH2:43][CH2:42][CH2:41][CH2:40]1)=[O:38]>CN(C)C=O.O>[OH:2][C@@H:3]([CH2:7][C@H:8]1[CH2:19][CH2:18][C:17]2[S:16][C:15]3[N:14]=[CH:13][N:12]=[C:11]([O:20][CH:21]4[CH2:22][CH2:23][CH:24]([N:27]([CH3:28])[CH2:36][C:37](=[O:38])[N:39]5[CH2:43][CH2:42][CH2:41][CH2:40]5)[CH2:25][CH2:26]4)[C:10]=3[C:9]1=2)[C:4]([NH2:6])=[O:5] |f:0.1,2.3.4|. Procedure: Into a 50-mL round-bottom flask, a solution of (2S)-2-hydroxy-3-[(3R)-12-[[4-(methylamino)cyclohexyl]oxy]-7-thia-9,11-diazatricyclo[6.4.0.0^[2,6]]dodeca-1(8),2(6),9,11-tetraen-3-yl]propanamide hydrochloride (110 mg, 0.26 mmol, 1.00 equiv), potassium carbonate (179 mg, 1.30 mmol, 5.03 equiv) and 2-chloro-1-(pyrrolidin-1-yl)ethan-1-one (152 mg, 1.03 mmol, 4.00 equiv) in N,N-dimethylformamide (6 mL) was stirred overnight at room temperature. The resulting solution was diluted with 20 mL of water. T... Starting materials: C[O-].[Na+] (sodium methoxide), C(C)(=O)C=1C=C(C=CC1)NS(=O)(=O)C1=CC=C(C=C1)C (N-(3-acetylphenyl)-4-methylbenzenesulfonamide), C(C)I (ethyl iodide). Run in CN(C=O)C (dimethylformamide). Run at temperature 0 celsius. Yields the product C(C)(=O)C=1C=C(C=CC1)N(S(=O)(=O)C1=CC=C(C=C1)C)CC (N-(3-acetylphenyl)-N-ethyl-4-methylbenzenesulfonamide). Reaction SMILES: [C:1]([C:4]1[CH:5]=[C:6]([NH:10][S:11]([C:14]2[CH:19]=[CH:18][C:17]([CH3:20])=[CH:16][CH:15]=2)(=[O:13])=[O:12])[CH:7]=[CH:8][CH:9]=1)(=[O:3])[CH3:2].C[O-].[Na+].[CH2:24](I)[CH3:25]>CN(C)C=O>[C:1]([C:4]1[CH:5]=[C:6]([N:10]([CH2:24][CH3:25])[S:11]([C:14]2[CH:15]=[CH:16][C:17]([CH3:20])=[CH:18][CH:19]=2)(=[O:13])=[O:12])[CH:7]=[CH:8][CH:9]=1)(=[O:3])[CH3:2] |f:1.2|. Procedure: A 29 g portion of N-(3-acetylphenyl)-4-methylbenzenesulfonamide was dissolved in 250 ml of dimethylformamide with stirring. This mixture was treated with 6.5 g of sodium methoxide and stirred for 30 minutes, then 20 g of ethyl iodide was added. This mixture was stirred at room temperature for one hour, then at reflux for 5 hours. The dimethylformamide was removed in vacuo, the residue shaken with 150 ml of water, the mixture adjusted to pH 4 with 10N sodium hydroxide and then cooled to 0° C. The... The reactants are ClC=1N=C(C2=C(N1)N(C=C2I)S(=O)(=O)C2=CC=C(C)C=C2)NCC2CCN(CC2)C(=O)OC(C)(C)C (tert-butyl 4-((2-chloro-5-iodo-7-tosyl-7H-pyrrolo[2,3-d]pyrimidin-4-ylamino)methyl)piperidine-1-carboxylate), CN(C)C=O (DMF), O (Water), CCOC(=O)C (EtOAc). Reagents/catalysts: C=1C=CC(=CC1)/C=C/C(=O)/C=C/C2=CC=CC=C2.C=1C=CC(=CC1)/C=C/C(=O)/C=C/C2=CC=CC=C2.C=1C=CC(=CC1)/C=C/C(=O)/C=C/C2=CC=CC=C2.[Pd].[Pd] (Pd2 dba3), C1=CC=C(C=C1)P([C-]2C=CC=C2)C3=CC=CC=C3.C1=CC=C(C=C1)P([C-]2C=CC=C2)C3=CC=CC=C3.[Fe+2] (dppf), [C-]#N.[C-]#N.[Zn+2] (Zn(CN)2). Conditions: temperature 70 celsius, time 18 hour. Yields the product ClC=1N=C(C2=C(N1)N(C=C2C#N)S(=O)(=O)C2=CC=C(C)C=C2)NCC2CCN(CC2)C(=O)OC(C)(C)C (tert-butyl 4-((2-chloro-5-cyano-7-tosyl-7H-pyrrolo[2,3-d]pyrimidin-4-ylamino)methyl)piperidine-1-carboxylate). As a reaction SMILES: [Cl:1][C:2]1[N:3]=[C:4]([NH:22][CH2:23][CH:24]2[CH2:29][CH2:28][N:27]([C:30]([O:32][C:33]([CH3:36])([CH3:35])[CH3:34])=[O:31])[CH2:26][CH2:25]2)[C:5]2[C:10](I)=[CH:9][N:8]([S:12]([C:15]3[CH:21]=[CH:20][C:18]([CH3:19])=[CH:17][CH:16]=3)(=[O:14])=[O:13])[C:6]=2[N:7]=1.O.CCOC(C)=O.[CH3:44][N:45](C=O)C>C1C=CC(/C=C/C(/C=C/C2C=CC=CC=2)=O)=CC=1.C1C=CC(/C=C/C(/C=C/C2C=CC=CC=2)=O)=CC=1.C1C=CC(/C=C/C(/C=C/C2C=CC=CC=2)=O)=CC=1.[Pd].[Pd].C1C=CC(P(C2C=CC=CC=2)[C-]2C=CC=C2)=CC=1.C1C=CC(P(C2C=CC=CC=2)[C-]2C=CC=C2)=CC=1.[Fe+2].[C-]#N.[C-]#N.[Zn+2]>[Cl:1][C:2]1[N:3]=[C:4]([NH:22][CH2:23][CH:24]2[CH2:29][CH2:28][N:27]([C:30]([O:32][C:33]([CH3:36])([CH3:35])[CH3:34])=[O:31])[CH2:26][CH2:25]2)[C:5]2[C:10]([C:44]#[N:45])=[CH:9][N:8]([S:12]([C:15]3[CH:21]=[CH:20][C:18]([CH3:19])=[CH:17][CH:16]=3)(=[O:14])=[O:13])[C:6]=2[N:7]=1 |f:4.5.6.7.8,9.10.11,12.13.14|. Reported procedure: A solution of tert-butyl 4-((2-chloro-5-iodo-7-tosyl-7H-pyrrolo[2,3-d]pyrimidin-4-ylamino)methyl)piperidine-1-carboxylate (360 mg, 0.557 mmol), Pd2 dba3 (50 mg, 0.055 mmol) and dppf (62 mg, 0.11 mmol) in DMF (5 mL) was degassed with Ar before being charged with Zn(CN)2 (80 mg, 0.68 mmol). The mixture was stirred at 70° C. for 18 h. Water and EtOAc were added. The organic phase was separated, dried over Na2SO4, concentrated in vacuo. The residue was purified by a flash silica gel column, eluted w... Starting materials: C(C)OC(=O)C1=C(N(C2=CC=C(C=C12)O)C1=CC=C(C=C1)OC(F)(F)F)CC(=O)OCC (2-Ethoxycarbonylmethyl-5-hydroxy-1-(4-trifluoromethoxyphenyl)indole-3-carboxylic acid ethyl ester), ClC=1C=C(C=CC1Cl)B(O)O (3,4-dichlorophenylboronic acid). The product is C(C)OC(=O)C1=C(N(C2=CC=C(C=C12)OC1=CC(=C(C=C1)Cl)Cl)C1=CC=C(C=C1)OC(F)(F)F)CC(=O)OCC (2-Ethoxycarbonylmethyl-5-(3,4-dichlorophenoxy)-1-(4-trifluoromethoxyphenyl)indole-3-carboxylic acid ethyl ester). As a reaction SMILES: [CH2:1]([O:3][C:4]([C:6]1[C:14]2[C:9](=[CH:10][CH:11]=[C:12]([OH:15])[CH:13]=2)[N:8]([C:16]2[CH:21]=[CH:20][C:19]([O:22][C:23]([F:26])([F:25])[F:24])=[CH:18][CH:17]=2)[C:7]=1[CH2:27][C:28]([O:30][CH2:31][CH3:32])=[O:29])=[O:5])[CH3:2].[Cl:33][C:34]1[CH:35]=[C:36](B(O)O)[CH:37]=[CH:38][C:39]=1[Cl:40]>>[CH2:1]([O:3][C:4]([C:6]1[C:14]2[C:9](=[CH:10][CH:11]=[C:12]([O:15][C:37]3[CH:36]=[CH:35][C:34]([Cl:33])=[C:39]([Cl:40])[CH:38]=3)[CH:13]=2)[N:8]([C:16]2[CH:17]=[CH:18][C:19]([O:22][C:23]([F:26])([F:24])[F:25])=[CH:20][CH:21]=2)[C:7]=1[CH2:27][C:28]([O:30][CH2:31][CH3:32])=[O:29])=[O:5])[CH3:2]. Reported procedure: The sub-title compound was prepared in accordance with step (c) Example 1 from 2-ethoxycarbonylmethyl-5-hydroxy-1-(4-trifluoromethoxyphenyl)indole-3-carboxylic acid ethyl ester (150 mg, 0.34 mmol, see step (b) Example 9) and 3,4-dichlorophenylboronic acid (130 mg, 0.68 mmol). Yield 100 mg (50%). The product is CC1C(C1)(C(=O)N)C1=CC=C(C=C1)[N+](=O)[O-] (Methyl-(4-nitrophenyl)cyclopropanecarboxamide). Reactants: CNC1=CC=C(C=C1)[N+](=O)[O-] (N-methyl-4-nitroaniline), N1=CC=CC=C1 (pyridine), C1(CC1)C(=O)Cl (cyclopropanoyl chloride). Reported procedure: To a solution of 2.0 g (13.14 mmol) of N-methyl-4-nitroaniline (Aldrich) and 1.59 mL (19.72 mmol) of pyridine in 15 mL of tetrahydrofuran are added slowly 1.43 mL (15.77 mmol) of cyclopropanoyl chloride. The mixture is refluxed for 2 hours and evaporated to dryness. The residue is taken up in an ethyl acetate/water mixture and the organic phase is then dried over Na2SO4, filtered and concentrated under vacuum. The expected product is obtained in the form of a yellow oil, which is used as obtaine... The solvent is O1CCCC1 (tetrahydrofuran). RXN SMILES: CN[C:3]1[CH:8]=[CH:7][C:6]([N+:9]([O-:11])=[O:10])=[CH:5][CH:4]=1.[N:12]1[CH:17]=[CH:16][CH:15]=[CH:14][CH:13]=1.C1(C(Cl)=[O:22])CC1>O1CCCC1>[CH3:13][CH:14]1[CH2:15][C:16]1([C:3]1[CH:4]=[CH:5][C:6]([N+:9]([O-:11])=[O:10])=[CH:7][CH:8]=1)[C:17]([NH2:12])=[O:22]. Starting materials: CN(C)C=O, CC1(C)COC(c2ccc3c(c2)COC3=O)=N1, Cc1ccccc1, CS(C)=O, O=S(Cl)Cl. Product: N#Cc1ccc2c(c1)COC2=O. RXN SMILES: [CH3:18][N:19]([CH3:20])[CH:21]=[O:22].[CH3:1][C:2]1([CH3:5])[N:3]=[C:4]([c:7]2[cH:8][c:9]3[c:13]([cH:14][cH:15]2)[C:12](=[O:16])[O:11][CH2:10]3)[O:17][CH2:6]1.[CH3:23][c:24]1[cH:25][cH:26][cH:27][cH:28][cH:29]1.[CH3:30][S:31]([CH3:32])=[O:33].[S:34]([Cl:35])([Cl:36])=[O:37]>>[N:3]#[C:4][c:7]1[cH:8][c:9]2[c:13]([cH:14][cH:15]1)[C:12](=[O:16])[O:11][CH2:10]2.